This data is from the Open Reaction Database (ORD), a public repository of structured organic reaction records. The task is: describe an organic reaction: reactants, conditions, products, and yield The reactants are OC1=C(C(=CC(=C1[C@H]1[C@@H](N(CC1)C)CO)OC)OC)C(C)=O ((±)-trans-1-[2-Hydroxy-3-(2-hydroxymethyl-1-methyl-pyrrolidin-3-yl)-4,6-dimethoxy-phenyl]-ethanone), ClC1=C(C(=O)OC)C=CC(=C1)OC (methyl 2-chloro-4-methoxybenzoate), [H-].[Na+] (NaH). The solvent is CN(C)C=O (DMF). Product: ClC1=C(C=CC(=C1)OC)C=1OC2=C(C(=CC(=C2C(C1)=O)OC)OC)[C@H]1[C@@H](N(CC1)C)CO ((±)-trans-2-(2-Chloro-4-methoxy-phenyl)-8-(2-hydroxymethyl-1-methyl-pyrrolidin-3-yl)-5,7-dimethoxy-chromen-4-one). Reaction SMILES: [OH:1][C:2]1[C:7]([C@@H:8]2[CH2:12][CH2:11][N:10]([CH3:13])[C@H:9]2[CH2:14][OH:15])=[C:6]([O:16][CH3:17])[CH:5]=[C:4]([O:18][CH3:19])[C:3]=1[C:20](=[O:22])[CH3:21].[Cl:23][C:24]1[CH:33]=[C:32]([O:34][CH3:35])[CH:31]=[CH:30][C:25]=1[C:26](OC)=O.[H-].[Na+]>CN(C=O)C>[Cl:23][C:24]1[CH:33]=[C:32]([O:34][CH3:35])[CH:31]=[CH:30][C:25]=1[C:26]1[O:1][C:2]2[C:3]([C:20](=[O:22])[CH:21]=1)=[C:4]([O:18][CH3:19])[CH:5]=[C:6]([O:16][CH3:17])[C:7]=2[C@@H:8]1[CH2:12][CH2:11][N:10]([CH3:13])[C@H:9]1[CH2:14][OH:15] |f:2.3|. Procedure details: Compound of example 6 (1.0 g, 3.2 mmol) in dry DMF (25 mL) was reacted with methyl 2-chloro-4-methoxybenzoate (1.29 g, 6.4 mmol) in the presence of NaH (50%, 0.776 g, 16 mmol) as described in example 16 to obtain the title compound.